Dataset: the Open Reaction Database (ORD), a public repository of structured organic reaction records. Task: describe an organic reaction: reactants, conditions, products, and yield Starting materials: FC1=C(C=CC(=C1F)OCCCCC(C(C(C(F)(F)F)(F)F)(F)F)(F)F)I (2,3-Difluoro-1-iodo-4-(5,5,6,6,7,7,8,8,8-nonafluoro-octyloxy)-benzene), C(C)(C)OB(OC(C)C)OC(C)C (triisopropylborate). Solvent: C1CCOC1 (THF), C(CCC)[Li] (butyllithium). Run at time 2 hour. Product: FC1=C(C=CC(=C1F)OCCCCC(C(C(C(F)(F)F)(F)F)(F)F)(F)F)B(O)O (2,3-Difluoro-4-(5,5,6,6,7,7,8,8,8-nonafluoro-octyloxy)-phenylboronic Acid). RXN SMILES: [F:1][C:2]1[C:7]([F:8])=[C:6]([O:9][CH2:10][CH2:11][CH2:12][CH2:13][C:14]([F:26])([F:25])[C:15]([F:24])([F:23])[C:16]([F:22])([F:21])[C:17]([F:20])([F:19])[F:18])[CH:5]=[CH:4][C:3]=1I.C([O:31][B:32](OC(C)C)[O:33]C(C)C)(C)C>C1COCC1.C([Li])CCC>[F:1][C:2]1[C:7]([F:8])=[C:6]([O:9][CH2:10][CH2:11][CH2:12][CH2:13][C:14]([F:26])([F:25])[C:15]([F:24])([F:23])[C:16]([F:22])([F:21])[C:17]([F:20])([F:19])[F:18])[CH:5]=[CH:4][C:3]=1[B:32]([OH:33])[OH:31]. Reported procedure: To a solution 2,3-difluoro-1-iodo-4-(5,5,6,6,7,7,8,8,8-nonafluoro-octyloxy)-benzene (10A) (1 equi.) in THF (5 mL/mmole), butyllithium (1.3 equi.) was added at −78 C. The reaction mixture was stirred at that temperature for 2 hr,. Then triisopropylborate (1 equi.) was added at that temperature. The reaction mixture was stirred at that temperature for 1 h and at room temperature for 10 h, quenched with water, extracted with ethyl acetate washed with brine, dried over MgSO4, and concentrated in vac...